This data is from the Open Reaction Database (ORD), a public repository of structured organic reaction records. The task is: describe an organic reaction: reactants, conditions, products, and yield The reactants are C1(CCCCC1)C1N(C=CC(C1)=O)C(=O)OCC1=CC=CC=C1 (Benzyl 2-cyclohexyl-4-oxo-3,4-dihydropyridine-1(2H)-carboxylate). The reagents and catalysts are [Zn] (zinc). The solvent is CC(=O)O (AcOH). Reaction conditions: time 12 hour. Yields the product C1(CCCCC1)C1N(CCC(C1)=O)C(=O)OCC1=CC=CC=C1 (Benzyl 2-cyclohexyl-4-oxopiperidine-1-carboxylate). RXN SMILES: [CH:1]1([CH:7]2[CH2:12][C:11](=[O:13])[CH:10]=[CH:9][N:8]2[C:14]([O:16][CH2:17][C:18]2[CH:23]=[CH:22][CH:21]=[CH:20][CH:19]=2)=[O:15])[CH2:6][CH2:5][CH2:4][CH2:3][CH2:2]1>CC(O)=O.[Zn]>[CH:1]1([CH:7]2[CH2:12][C:11](=[O:13])[CH2:10][CH2:9][N:8]2[C:14]([O:16][CH2:17][C:18]2[CH:23]=[CH:22][CH:21]=[CH:20][CH:19]=2)=[O:15])[CH2:6][CH2:5][CH2:4][CH2:3][CH2:2]1. Procedure details: Benzyl 2-cyclohexyl-4-oxo-3,4-dihydropyridine-1(2H)-carboxylate (35.25 g, 112 mmol) was dissolved in AcOH (450 ml) and added zinc dust (22.07 g, 337 mmol). The solution stirred at room temperature for 12 hours. The solution was filtered through celite and washed with EtOAc. The solvent was evaporated under reduced pressure and the product was purified by column chromatography on silica gel 30% EtOAc/Hexanes. The reactants are S(=O)(=O)=NC(=O)N (sulfonylurea), C(C)(C)(C)OC(N(C)C=1C=C2C=CN(C(C2=CC1F)=O)C1=CC=C(C=C1)N)=O ([2-(4-Amino-phenyl)-7-fluoro-1-oxo-1,2-dihydro-isoquinolin-6-yl]-methyl-carbamic acid tert-butyl ester), FC(C=1C=C(SC1)S(=O)(=O)N)F (4-difluoromethylthiophene-2-sulfonamide). Product: NC=1C=C2C=CN(C(C2=CC1F)=O)C1=CC=C(C=C1)NC(=O)NS(=O)(=O)C=1SC=C(C1)C(F)F (N-({[4-(6-amino-7-fluoro-1-oxoisoquinolin-2(1H)-yl)phenyl]amino}carbonyl)-4-difluoromethylthiophene-2-sulfonamide). Reaction SMILES: [S:1](=[N:4][C:5]([NH2:7])=[O:6])(=[O:3])=[O:2].C(OC(=O)[N:14]([C:16]1[CH:17]=[C:18]2[C:23](=[CH:24][C:25]=1[F:26])[C:22](=[O:27])[N:21]([C:28]1[CH:33]=[CH:32][C:31](N)=[CH:30][CH:29]=1)[CH:20]=[CH:19]2)C)(C)(C)C.[F:36][CH:37]([F:47])[C:38]1[CH:39]=[C:40](S(N)(=O)=O)[S:41][CH:42]=1>>[NH2:14][C:16]1[CH:17]=[C:18]2[C:23](=[CH:24][C:25]=1[F:26])[C:22](=[O:27])[N:21]([C:28]1[CH:29]=[CH:30][C:31]([NH:7][C:5]([NH:4][S:1]([C:40]3[S:41][CH:42]=[C:38]([CH:37]([F:47])[F:36])[CH:39]=3)(=[O:3])=[O:2])=[O:6])=[CH:32][CH:33]=1)[CH:20]=[CH:19]2. Procedure details: An analogous sulfonylurea coupling and de-protection procedure to that described in Example 29 was performed on [2-(4-Amino-phenyl)-7-fluoro-1-oxo-1,2-dihydro-isoquinolin-6-yl]-methyl-carbamic acid tert-butyl ester (Example 9) and 4-difluoromethylthiophene-2-sulfonamide to give N-({[4-(6-amino-7-fluoro-1-oxoisoquinolin-2(1H)-yl)phenyl]amino}carbonyl)-4-difluoromethylthiophene-2-sulfonamide. ES-MS (M+H)+=523.1; 1H-NMR (DMSO-d6) δ (ppm): 9.24-9.16 (bs, 1H), 8.34-8.28 (m, 1H), 7.88-7.84 (m, 1H), 7.... The reactants are ClC1=NC2=CC=CC=C2C(=C1)OC (2-chloro-4-methoxyquinoline), COC(CN)CN (2-methoxy-1,3-propanediamine), bis(trifluoroacetate), CCN(C(C)C)C(C)C (N,N′-diisopropylethylamine). The solvent is CO (methanol). Run at temperature 110 celsius, time 18 hour. The product is 880, N (ammonia), NCC(CNC1=NC2=CC=CC=C2C(=C1)OC)OC (2-(3-Amino-2-methoxyprop-1-ylamino)-4-methoxyquinoline). Yield: 36.0%. Reaction SMILES: Cl[C:2]1[CH:11]=[C:10]([O:12][CH3:13])[C:9]2[C:4](=[CH:5][CH:6]=[CH:7][CH:8]=2)[N:3]=1.[CH3:14][O:15][CH:16]([CH2:19][NH2:20])[CH2:17][NH2:18].CCN(C(C)C)C(C)C>CO>[NH3:3].[NH2:18][CH2:17][CH:16]([O:15][CH3:14])[CH2:19][NH:20][C:2]1[CH:11]=[C:10]([O:12][CH3:13])[C:9]2[C:4](=[CH:5][CH:6]=[CH:7][CH:8]=2)[N:3]=1. Procedure details: A mixture of 2-chloro-4-methoxyquinoline (1.75 g, 0.00903 mol), 2-methoxy-1,3-propanediamine, bis(trifluoroacetate) (6.00 g, 0.0181 mol) and N,N′-diisopropylethylamine (20 ml) was stirred for 18 h at 110° C. in a sealed reaction tube. After cooling the two phase mixture was diluted in methanol, concentrated onto silica, and then purified by silica gel chromatography (100% dichloromethane, 5%, 10% then 20% (10% 880 aqueous ammonia in methanol) in dichloromethane) to give the title compound as a y... Starting materials: C(C)(C)(C)OC(NC1=C(C=C(C=C1)C1=NN(C2=NC(=NC=C21)NCCN2CCOCC2)C)C)=O ({2-Methyl-4-[1-methyl-6-(2-morpholin-4-yl-ethylamino)-1H-pyrazolo[3,4-d]pyrimidin-3-yl]-phenyl}-carbamic acid tert-butyl ester). The solvent is FC(C(=O)O)(F)F (trifluoroacetic acid). Product: NC1=C(C=C(C=C1)C1=NN(C2=NC(=NC=C21)NCCN2CCOCC2)C)C ([3-(4-amino-3-methyl-phenyl)-1-methyl-1H-pyrazolo[3,4-d]pyrimidin-6-yl]-(2-morpholin-4-yl-ethyl)-amine). As a reaction SMILES: C(OC(=O)[NH:7][C:8]1[CH:13]=[CH:12][C:11]([C:14]2[C:22]3[C:17](=[N:18][C:19]([NH:23][CH2:24][CH2:25][N:26]4[CH2:31][CH2:30][O:29][CH2:28][CH2:27]4)=[N:20][CH:21]=3)[N:16]([CH3:32])[N:15]=2)=[CH:10][C:9]=1[CH3:33])(C)(C)C>FC(F)(F)C(O)=O>[NH2:7][C:8]1[CH:13]=[CH:12][C:11]([C:14]2[C:22]3[C:17](=[N:18][C:19]([NH:23][CH2:24][CH2:25][N:26]4[CH2:27][CH2:28][O:29][CH2:30][CH2:31]4)=[N:20][CH:21]=3)[N:16]([CH3:32])[N:15]=2)=[CH:10][C:9]=1[CH3:33]. Procedure: {2-Methyl-4-[1-methyl-6-(2-morpholin-4-yl-ethylamino)-1H-pyrazolo[3,4-d]pyrimidin-3-yl]-phenyl}-carbamic acid tert-butyl ester (468 mg, 1 mmol) was dissolved in 10 mL of trifluoroacetic acid. After 1 hour the reaction mixture was evaporated, and methanol (10 mL) followed by water (10 mL) was added. The reaction mixture was then neutralised with 1 M NaOH to pH˜8 and product was filtered and dryed to give pure [3-(4-amino-3-methyl-phenyl)-1-methyl-1H-pyrazolo[3,4-d]pyrimidin-6-yl]-(2-morpholin-4-y...